Task: describe an organic reaction: reactants, conditions, products, and yield. Dataset: the Open Reaction Database (ORD), a public repository of structured organic reaction records The reactants are CO, O=[N+]([O-])c1ccc2c(c1)OS(=O)(=O)N2. Product: Nc1ccc2c(c1)OS(=O)(=O)N2. As a reaction SMILES: [CH3:15][OH:16].[N+:1]([O-:2])(=[O:3])[c:4]1[cH:5][c:6]2[c:7]([cH:13][cH:14]1)[NH:8][S:9](=[O:11])(=[O:12])[O:10]2>>[NH2:1][c:4]1[cH:5][c:6]2[c:7]([cH:13][cH:14]1)[NH:8][S:9](=[O:11])(=[O:12])[O:10]2.